Task: describe an organic reaction: reactants, conditions, products, and yield. Dataset: the Open Reaction Database (ORD), a public repository of structured organic reaction records Reactants: C(=O)C1=NNC2=CC=C(C=C12)C1C(=C(NC(=C1C#N)C)C)C#N (4-(3-formyl-1H-indazol-5-yl)-1,4-dihydro-2,6-dimethyl-3,5-pyridinedicarbonitrile), [BH4-].[Na+] (NaBH4). Run in CO (MeOH), [Cl-].[Na+].O (brine). Reaction conditions: time 1 hour. Product: OCC1=NNC2=CC=C(C=C12)C1C(=C(NC(=C1C#N)C)C)C#N (1,4-dihydro-4-[3-(hydroxymethyl)-1H-indazol-5-yl]-2,6-dimethyl-3,5-pyridinedicarbonitrile). The yield is 49.6%. As a reaction SMILES: [CH:1]([C:3]1[C:11]2[C:6](=[CH:7][CH:8]=[C:9]([CH:12]3[C:17]([C:18]#[N:19])=[C:16]([CH3:20])[NH:15][C:14]([CH3:21])=[C:13]3[C:22]#[N:23])[CH:10]=2)[NH:5][N:4]=1)=[O:2].[BH4-].[Na+]>CO.[Cl-].[Na+].O>[OH:2][CH2:1][C:3]1[C:11]2[C:6](=[CH:7][CH:8]=[C:9]([CH:12]3[C:13]([C:22]#[N:23])=[C:14]([CH3:21])[NH:15][C:16]([CH3:20])=[C:17]3[C:18]#[N:19])[CH:10]=2)[NH:5][N:4]=1 |f:1.2,4.5.6|. Reported procedure: To a suspension of 4-(3-formyl-1H-indazol-5-yl)-1,4-dihydro-2,6-dimethyl-3,5-pyridinedicarbonitrile (200 mg, 0.66 mmol) in MeOH was added NaBH4 (50 mg) at rt. After 1 hr, the reaction was diluted with brine, extracted with EtOAc, washed with water, and dried. Concentration followed by purification through flash chromatography afforded 1,4-dihydro-4-[3-(hydroxymethyl)-1H-indazol-5-yl]-2,6-dimethyl-3,5-pyridinedicarbonitrile (100 mg, 50%) as a yellow solid (Cpd. No. 144, Table 2). 1H-NMR (400 MHz,...